Task: describe an organic reaction: reactants, conditions, products, and yield. Dataset: the Open Reaction Database (ORD), a public repository of structured organic reaction records The reactants are ClC(=O)OCCl (chloromethyl chloroformate), N1=CC=CC=C1 (Pyridine), ice, C(C)(C)(C)OC(=O)N1CCC(CC1)CCO (2-(1-(tert-butoxycarbonyl)-4-piperidyl)-ethanol). The solvent is ClCCl (dichloromethane). Conditions: time 8 hour. Product: C(OCCl)(OCCC1CCN(CC1)C(=O)OC(C)(C)C)=O (Chloromethyl 2-(1-(tert-butoxycarbonyl)-4-piperidyl)-ethyl carbonate). Reaction SMILES: N1C=CC=CC=1.[C:7]([O:11][C:12]([N:14]1[CH2:19][CH2:18][CH:17]([CH2:20][CH2:21][OH:22])[CH2:16][CH2:15]1)=[O:13])([CH3:10])([CH3:9])[CH3:8].Cl[C:24]([O:26][CH2:27][Cl:28])=[O:25]>ClCCl>[C:24](=[O:25])([O:22][CH2:21][CH2:20][CH:17]1[CH2:18][CH2:19][N:14]([C:12]([O:11][C:7]([CH3:10])([CH3:9])[CH3:8])=[O:13])[CH2:15][CH2:16]1)[O:26][CH2:27][Cl:28]. Procedure details: Pyridine (3.22 ml) was added to an ice-cold solution of 2-(1-(tert-butoxycarbonyl)-4-piperidyl)-ethanol (7.6 g) in dichloromethane (33 ml) followed by chloromethyl chloroformate (3.23 ml) at such a rate that the temperature was kept below 10° C. After stirring overnight at room temperature the reaction mixture was washed twice with 0.5 M HCl followed by water and aqueous sodium bicarbonate. The organic phase was dried over magnesium sulfate, filtered and evaporated in vacuo to yield the title co... Starting materials: S([O-])(O)=O.[Na+] (sodium bisulfite), NC1=C(C=C(C=C1)N(S(=O)(=O)C)C1=CC2=C(C(=C(O2)C2=CC=C(C=C2)F)C(=O)NC)C=C1C1CC1)Cl (6-(N-(4-amino-3-chlorophenyl)methylsulfonamido)-5-cyclopropyl-2-(4-fluorophenyl)-N-methylbenzofuran-3-carboxamide), ice, CuBr, N(=O)[O-].[Na+] (sodium nitrite), Br (HBr). The solvent is CCOC(=O)C (EtOAc), O (water), CCOC(=O)C (EtOAc), C(C)#N (acetonitrile), CCCCCC.CCOC(=O)C (hexane EtOAc). Run at temperature 60 celsius, time 30 minute. The product is BrC1=C(C=C(C=C1)N(S(=O)(=O)C)C1=CC2=C(C(=C(O2)C2=CC=C(C=C2)F)C(=O)NC)C=C1C1CC1)Cl (6-(N-(4-Bromo-3-chlorophenyl)methylsulfonamido)-5-cyclopropyl-2-(4-fluorophenyl)-N-methylbenzofuran-3-carboxamide). Isolated yield 76.0%. RXN SMILES: N[C:2]1[CH:7]=[CH:6][C:5]([N:8]([C:13]2[C:32]([CH:33]3[CH2:35][CH2:34]3)=[CH:31][C:16]3[C:17]([C:27]([NH:29][CH3:30])=[O:28])=[C:18]([C:20]4[CH:25]=[CH:24][C:23]([F:26])=[CH:22][CH:21]=4)[O:19][C:15]=3[CH:14]=2)[S:9]([CH3:12])(=[O:11])=[O:10])=[CH:4][C:3]=1[Cl:36].[BrH:37].N([O-])=O.[Na+].S(=O)(O)[O-].[Na+]>O.CCOC(C)=O.CCCCCC.CCOC(C)=O.C(#N)C>[Br:37][C:2]1[CH:7]=[CH:6][C:5]([N:8]([C:13]2[C:32]([CH:33]3[CH2:35][CH2:34]3)=[CH:31][C:16]3[C:17]([C:27]([NH:29][CH3:30])=[O:28])=[C:18]([C:20]4[CH:25]=[CH:24][C:23]([F:26])=[CH:22][CH:21]=4)[O:19][C:15]=3[CH:14]=2)[S:9]([CH3:12])(=[O:11])=[O:10])=[CH:4][C:3]=1[Cl:36] |f:2.3,4.5,8.9|. Procedure details: To a 1 L 3-necked flask equipped with a mechanical stirrer was added 6-(N-(4-amino-3-chlorophenyl)methylsulfonamido)-5-cyclopropyl-2-(4-fluorophenyl)-N-methylbenzofuran-3-carboxamide (10.0 g, 18.9 mmol) followed by acetonitrile (200 mL) and then 48% aqueous HBr (200 mL). A thick, lumpy suspension resulted which was stirred vigorously for 30 minutes to afford a more uniform suspension. The reaction vessel was cooled in an ice water bath for 30 minutes and the mixture treated with a solution of so... The reactants are O=C(Cl)OCc1ccccc1, ClCCl, Nc1cc(F)c(C2=CCSCC2)c(F)c1, c1ccncc1. Product: O=C(Nc1cc(F)c(C2=CCSCC2)c(F)c1)OCc1ccccc1. RXN SMILES: [Cl:22][C:23](=[O:24])[O:25][CH2:26][c:27]1[cH:28][cH:29][cH:30][cH:31][cH:32]1.[Cl:33][CH2:34][Cl:35].[NH2:1][c:2]1[cH:3][c:4]([F:15])[c:5]([C:9]2=[CH:10][CH2:11][S:12][CH2:13][CH2:14]2)[c:6]([F:8])[cH:7]1.[cH:16]1[cH:17][cH:18][n:19][cH:20][cH:21]1>>[NH:1]([c:2]1[cH:3][c:4]([F:15])[c:5]([C:9]2=[CH:10][CH2:11][S:12][CH2:13][CH2:14]2)[c:6]([F:8])[cH:7]1)[C:23](=[O:24])[O:25][CH2:26][c:27]1[cH:28][cH:29][cH:30][cH:31][cH:32]1. Reactants: CC(=O)[O-], CC(C)=O, COc1cccc(C(=O)Cl)c1, ClCCl, [NH4+]. Product: COc1cccc(C(N)=O)c1. As a reaction SMILES: [CH3:13][C:14](=[O:15])[O-:16].[CH3:17][C:18](=[O:19])[CH3:20].[CH3:1][O:2][c:3]1[cH:4][c:5]([C:6](=[O:7])[Cl:8])[cH:9][cH:10][cH:11]1.[Cl:21][CH2:22][Cl:23].[NH4+:12]>>[CH3:1][O:2][c:3]1[cH:4][c:5]([C:6](=[O:7])[NH2:12])[cH:9][cH:10][cH:11]1. Starting materials: ClC1=NC=C(C(=N1)NC1=C(C(=O)NC)C=CC=C1OC)Cl (2-(2,5-Dichloro-pyrimidin-4-ylamino)-3-methoxy-N-methyl-benzamide), COCCN1CCC2=C(CC1)C=C(C=C2)N (3-(2-Methoxy-ethyl)-2,3,4,5-tetrahydro-1H-benzo[d]azepin-7-ylamine). Yields the product ClC=1C(=NC(=NC1)NC1=CC2=C(CCN(CC2)CCOC)C=C1)NC1=C(C(=O)NC)C=CC=C1O (2-{5-Chloro-2-[3-(2-methoxy-ethyl)-2,3,4,5-tetrahydro-1H-3-benzazepin-7-ylamino]-pyrimidin-4-ylamino}-3-hydroxy-N-methyl-benzamide), foam. The yield is 15.0%. Reaction SMILES: Cl[C:2]1[N:7]=[C:6]([NH:8][C:9]2[C:18]([O:19]C)=[CH:17][CH:16]=[CH:15][C:10]=2[C:11]([NH:13][CH3:14])=[O:12])[C:5]([Cl:21])=[CH:4][N:3]=1.[CH3:22][O:23][CH2:24][CH2:25][N:26]1[CH2:32][CH2:31][C:30]2[CH:33]=[C:34]([NH2:37])[CH:35]=[CH:36][C:29]=2[CH2:28][CH2:27]1>>[Cl:21][C:5]1[C:6]([NH:8][C:9]2[C:18]([OH:19])=[CH:17][CH:16]=[CH:15][C:10]=2[C:11]([NH:13][CH3:14])=[O:12])=[N:7][C:2]([NH:37][C:34]2[CH:35]=[CH:36][C:29]3[CH2:28][CH2:27][N:26]([CH2:25][CH2:24][O:23][CH3:22])[CH2:32][CH2:31][C:30]=3[CH:33]=2)=[N:3][CH:4]=1. Procedure: 2-{5-Chloro-2-[3-(2-methoxy-ethyl)-2,3,4,5-tetrahydro-1H-3-benzazepin-7-ylamino]-pyrimidin-4-ylamino}-3-hydroxy-N-methyl-benzamide was prepared from 2-(2,5-Dichloro-pyrimidin-4-ylamino)-3-methoxy-N-methyl-benzamide and 3-(2-Methoxy-ethyl)-2,3,4,5-tetrahydro-1H-benzo[d]azepin-7-ylamine (preparation in Example 34b) in an analogous manner to Example 1221d. Title product isolated as a white foam (10 mg, 15%), HPLC purity 99%. LCMS 497.09 (M+H), 1H-NMR (CDCl3, 400 MHz) δ:10.79 (s, 1H), 8.06 (s, 1H), ... Starting materials: C(C1=CC=CC=C1)OC1=C2NC=NC2=NC=N1 (6-Benzyloxypurine), C([O-])([O-])=O.[K+].[K+] (potassium carbonate), COC(CBr)=O (bromoacetic acid methyl ester). Run in C(CCC)O.C(C)(=O)O.O (butanol acetic acid water), CN(C)C=O (DMF). Conditions: time 15 minute. Yields the product C(C1=CC=CC=C1)OC1=C2N=CN(C2=NC=N1)CC(=O)OC (Methyl (6-(Benzyloxy)purin-9-yl)acetate). As a reaction SMILES: [CH2:1]([O:8][C:9]1[N:17]=[CH:16][N:15]=[C:14]2[C:10]=1[NH:11][CH:12]=[N:13]2)[C:2]1[CH:7]=[CH:6][CH:5]=[CH:4][CH:3]=1.C(=O)([O-])[O-].[K+].[K+].[CH3:24][O:25][C:26](=[O:29])[CH2:27]Br>CN(C=O)C.C(O)CCC.C(O)(=O)C.O>[CH2:1]([O:8][C:9]1[N:17]=[CH:16][N:15]=[C:14]2[C:10]=1[N:11]=[CH:12][N:13]2[CH2:27][C:26]([O:25][CH3:24])=[O:29])[C:2]1[CH:7]=[CH:6][CH:5]=[CH:4][CH:3]=1 |f:1.2.3,6.7.8|. Procedure: 6-Benzyloxypurine (4.18 g; 18.5 mmol) was added to a suspension of potassium carbonate (3.1 g; 22.4 mmol) in DMF (100 ml). After 15 min., bromoacetic acid methyl ester (1.93 ml; 20.4 mmol) was added. The reaction was monitored by TLC in butanol:acetic acid:water 4:1:1. Upon completion, the reaction mixture was partitioned between water (600 ml) and ethyl acetate (600 ml). The organic phase was dried over magnesium sulfate and evaporated to a volume of ˜10 ml and precipitated with pet. ether. The...